Dataset: the Open Reaction Database (ORD), a public repository of structured organic reaction records. Task: describe an organic reaction: reactants, conditions, products, and yield Reaction SMILES: [CH3:1][O:2][N:3]=[C:4]([C:22]1[N:23]=[C:24]([NH2:27])[S:25][CH:26]=1)[C:5]([NH:7][CH:8]1[C:20](=[O:21])[N:10]2[C:11]([C:17](O)=[O:18])=[C:12]([CH2:15][OH:16])[CH2:13][S:14][C@H:9]12)=[O:6].Cl>CC(C)=O.O>[CH3:1][O:2][N:3]=[C:4]([C:22]1[N:23]=[C:24]([NH2:27])[S:25][CH:26]=1)[C:5]([NH:7][CH:8]1[CH:9]2[S:14][CH2:13][C:12]3[CH2:15][O:16][C:17](=[O:18])[C:11]=3[N:10]2[C:20]1=[O:21])=[O:6]. Reported procedure: A solution of 7-[2-methoxyimino-2-(2-amino-1,3-thiazol-4-yl)acetamido]-3-hydroxymethyl-3-cephem-4-carboxylic acid (syn isomer) (0.3 g) in a mixture of acetone (3 ml) and water (1.5 ml) was adjusted to pH 2 with 6 N hydrochloric acid and stirred for 4 hours at ambient temperature. After the acetone was distilled off, to the residue was added water (1 ml). The mixture was adjusted to pH 7 with a saturated aqueous solution of sodium bicarbonate and ice-cooled for 1 hour. Precipitating crystals were... Reaction conditions: time 4 hour. Yields the product CON=C(C(=O)NC1C(N2C1SCC1=C2C(OC1)=O)=O)C=1N=C(SC1)N (6-[2-methoxyimino-2-(2-amino-1,3-thiazol-4-yl)acetamido]-5a,6-dihydro-3H,7H-azeto[2,1-b]furo[3,4-d][1,3]-thiazine-1,7(4H)-dione). Run in CC(=O)C (acetone), O (water). The yield is 80.2%. Starting materials: CON=C(C(=O)NC1[C@@H]2N(C(=C(CS2)CO)C(=O)O)C1=O)C=1N=C(SC1)N (7-[2-methoxyimino-2-(2-amino-1,3-thiazol-4-yl)acetamido]-3-hydroxymethyl-3-cephem-4-carboxylic acid), Cl (hydrochloric acid).